From a dataset of the Open Reaction Database (ORD), a public repository of structured organic reaction records. describe an organic reaction: reactants, conditions, products, and yield Reactants: ClS(=O)(=O)C=1C=CC(=C(C(=O)O)C1)F (5-Chlorosulfonyl-2-fluoro-benzoic acid), C1(CCCCC1)N (Cyclohexylamine), CCN(C(C)C)C(C)C (DIEA). The solvent is C(Cl)Cl (CH2Cl2). Yields the product C1(CCCCC1)NS(=O)(=O)C=1C=CC(=C(C(=O)O)C1)F (5-cyclohexylsulfamoyl-2-fluoro-benzoic acid). Isolated yield 95.0%. As a reaction SMILES: Cl[S:2]([C:5]1[CH:6]=[CH:7][C:8]([F:14])=[C:9]([CH:13]=1)[C:10]([OH:12])=[O:11])(=[O:4])=[O:3].[CH:15]1([NH2:21])[CH2:20][CH2:19][CH2:18][CH2:17][CH2:16]1.CCN(C(C)C)C(C)C>C(Cl)Cl>[CH:15]1([NH:21][S:2]([C:5]2[CH:6]=[CH:7][C:8]([F:14])=[C:9]([CH:13]=2)[C:10]([OH:12])=[O:11])(=[O:4])=[O:3])[CH2:20][CH2:19][CH2:18][CH2:17][CH2:16]1. Reported procedure: 5-Chlorosulfonyl-2-fluoro-benzoic acid (A, 0.508 g, 0.0021 mol), Cyclohexylamine (G, 0.211 g, 0.00212 mol) and DIEA (1.1 mL, 0.00636 mol) in CH2Cl2 were stirred at room temperature overnight. The solvent was evaporated and the crude product was purified by silica gel chromatography (MeOH containing 10% AcOH)/CH2Cl2) to give 5-cyclohexylsulfamoyl-2-fluoro-benzoic acid (H, 0.6 g, 95%). After drying overnight under vacuum, H (0.22 g, 0.737 mmol) in SOC12 (5 mL) was heated at 80° C. for 2 hours afte... Starting materials: COC=1C=C2CCCC2=CC1Br (6-bromo-2,3-dihydro-1H-inden-5-yl methyl ether), [Li]CCCC (n-BuLi), C(C)OB(OCC)OCC (triethylborate). The solvent is C1CCOC1 (THF). Run at temperature -78 celsius, time 18 hour. Yields the product COC1=C(C=C2CCCC2=C1)B(O)O (6-methoxy-2,3-dihydro-1H-inden-5-ylboronic acid). As a reaction SMILES: [CH3:1][O:2][C:3]1[CH:4]=[C:5]2[C:9](=[CH:10][C:11]=1Br)[CH2:8][CH2:7][CH2:6]2.[Li]CCCC.C([O:20][B:21](OCC)[O:22]CC)C>C1COCC1>[CH3:1][O:2][C:3]1[CH:4]=[C:5]2[C:9]([CH2:8][CH2:7][CH2:6]2)=[CH:10][C:11]=1[B:21]([OH:22])[OH:20]. Reported procedure: A dry 250 mL round bottom flask was charged with 6-bromo-2,3-dihydro-1H-inden-5-yl methyl ether (9.38 grams, 41.27 mmol) and placed under high vacuum for 18 hours. THF (51.6 mL) was added via syringe. The solution was homogeneous and clear. The reaction was cooled with a dry ice/acetone bath for 15 minutes, then n-BuLi was added semi-dropwise. A color change to pale yellow was observed. The reaction was stirred at −78° C. for 1 hour, followed by drop-wise addition of triethylborate (7.73 mL, 45.... Reaction SMILES: [Br:1][C:2]1[CH:11]=[CH:10][CH:9]=[C:8]2[C:3]=1[CH:4]=[C:5]([CH3:27])[C:6]([C:20](=[O:26])[C:21]([O:23][CH2:24][CH3:25])=[O:22])=[C:7]2OS(C(F)(F)F)(=O)=O.[Cl:28][C:29]1[CH:34]=[CH:33][C:32](B(O)O)=[CH:31][CH:30]=1.C(=O)([O-])[O-].[K+].[K+]>C1(C)C=CC=CC=1.C1C=CC(P(C2C=CC=CC=2)[C-]2C=CC=C2)=CC=1.C1C=CC(P(C2C=CC=CC=2)[C-]2C=CC=C2)=CC=1.Cl[Pd]Cl.[Fe+2]>[Br:1][C:2]1[CH:11]=[CH:10][CH:9]=[C:8]2[C:3]=1[CH:4]=[C:5]([CH3:27])[C:6]([C:20](=[O:26])[C:21]([O:23][CH2:24][CH3:25])=[O:22])=[C:7]2[C:32]1[CH:33]=[CH:34][C:29]([Cl:28])=[CH:30][CH:31]=1 |f:2.3.4,6.7.8.9|. Reagents/catalysts: C1=CC=C(C=C1)P([C-]2C=CC=C2)C3=CC=CC=C3.C1=CC=C(C=C1)P([C-]2C=CC=C2)C3=CC=CC=C3.Cl[Pd]Cl.[Fe+2] (PdCl2(dppf)). Isolated yield 60.6%. Run at time 4 hour. Starting materials: BrC1=C2C=C(C(=C(C2=CC=C1)OS(=O)(=O)C(F)(F)F)C(C(=O)OCC)=O)C (ethyl 2-(5-bromo-3-methyl-1-(trifluoromethylsulfonyloxy)naphthalen-2-yl)-2-oxoacetate), ClC1=CC=C(C=C1)B(O)O (4-chlorophenylboronic acid), C([O-])([O-])=O.[K+].[K+] (potassium carbonate). Procedure: To a solution of ethyl 2-(5-bromo-3-methyl-1-(trifluoromethylsulfonyloxy)naphthalen-2-yl)-2-oxoacetate (1.2 g, 2.56 mmol) and 4-chlorophenylboronic acid (440 mg, 2.81 mmol) in toluene was added 2 M potassium carbonate (2.8 mL, 5.63 mmol) and PdCl2(dppf) (187 mg, 0.256 mmol) and the reaction was degassed with argon 10 minutes. The reaction was stirred at room temperature for 4 hours. The reaction was filtered, diluted with water, extracted with ethyl acetate and concentrated. The crude reaction w... The product is BrC1=C2C=C(C(=C(C2=CC=C1)C1=CC=C(C=C1)Cl)C(C(=O)OCC)=O)C (ethyl 2-(5-bromo-1-(4-chlorophenyl)-3-methylnaphthalen-2-yl)-2-oxoacetate). Run in C1(=CC=CC=C1)C (toluene).